From a dataset of the Open Reaction Database (ORD), a public repository of structured organic reaction records. describe an organic reaction: reactants, conditions, products, and yield Yields the product CC(C)(O)c1cnc2nnn(Cc3ccc4ncccc4c3)c2n1. RXN SMILES: [Br-:24].[CH2:27]1[O:28][CH2:29][CH2:30][CH2:31]1.[CH3:25][Mg+:26].[n:1]1[cH:2][cH:3][cH:4][c:5]2[cH:6][c:7]([CH2:11][n:12]3[n:13][n:14][c:15]4[n:16][cH:17][c:18]([C:21]([CH3:22])=[O:23])[n:19][c:20]34)[cH:8][cH:9][c:10]12>>[n:1]1[cH:2][cH:3][cH:4][c:5]2[cH:6][c:7]([CH2:11][n:12]3[n:13][n:14][c:15]4[n:16][cH:17][c:18]([C:21]([CH3:22])([OH:23])[CH3:25])[n:19][c:20]34)[cH:8][cH:9][c:10]12. Starting materials: [Br-], C1CCOC1, C[Mg+], CC(=O)c1cnc2nnn(Cc3ccc4ncccc4c3)c2n1. Reactants: N(=[N+]=[N-])CC1(OC2=C(C1)C=C(C=C2C2=CSC=C2)Cl)C ((±)-2-(azidomethyl)-5-chloro-2-methyl-7-thien-3-yl-2,3-dihydro-1-benzofuran). Reagents/catalysts: [Pt] (sulfided platinum on carbon). Product: ClC=1C=C(C2=C(CC(O2)(C)CN)C1)C1=CSC=C1 ((±)-(5-chloro-2-methyl-7-thien-3-yl-2,3-dihydro-1-benzofuran-2-yl)methylamine), hydrochloride salt. Reaction SMILES: [N:1]([CH2:4][C:5]1([CH3:20])[CH2:9][C:8]2[CH:10]=[C:11]([Cl:19])[CH:12]=[C:13]([C:14]3[CH:18]=[CH:17][S:16][CH:15]=3)[C:7]=2[O:6]1)=[N+]=[N-]>[Pt]>[Cl:19][C:11]1[CH:12]=[C:13]([C:14]2[CH:18]=[CH:17][S:16][CH:15]=2)[C:7]2[O:6][C:5]([CH2:4][NH2:1])([CH3:20])[CH2:9][C:8]=2[CH:10]=1. Procedure details: Treatment of (±)-(5-chloro-2-methyl-7-{[(trifluoromethyl)sulfonyl]oxy}-2,3-dihydro-1-benzofuran-2-yl)methyl 4-methylbenzenesulfonate (5.00 g, 10.0 mmol), thiophene-3-boronic acid (1.92 g, 15.0 mmol), dichloro[1,1′-bis(diphenylphosphino)ferrocene]palladium(II) dichloromethane adduct (0.82 g, 1.0 mmol), and potassium carbonate (2.76 g, 20.0 mmol) generally according to the procedure described for Intermediate 35 provided (±)-(5-chloro-2-methyl-7-thien-3-yl-2,3-dihydro-1-benzofuran-2-yl)methyl 4-me... The reactants are Cc1ccc(S(=O)(=O)OC(COCc2ccccc2)CC(C#N)c2ccccc2)cc1, C[Si](C)(C)[N-][Si](C)(C)C, CCOC(C)=O, [Li+], CN(C)C=O. Product: N#CC1(c2ccccc2)CC1COCc1ccccc1. Reaction SMILES: [CH3:1][c:2]1[cH:3][cH:4][c:5]([S:6]([O:7][CH:12]([CH2:13][CH:14]([c:15]2[cH:16][cH:17][cH:18][cH:19][cH:20]2)[C:21]#[N:22])[CH2:23][O:24][CH2:25][c:26]2[cH:27][cH:28][cH:29][cH:30][cH:31]2)(=[O:8])=[O:9])[cH:10][cH:11]1.[CH3:32][Si:33]([N-:34][Si:35]([CH3:36])([CH3:37])[CH3:38])([CH3:39])[CH3:40].[CH3:47][CH2:48][O:49][C:50]([CH3:51])=[O:52].[Li+:41].[O:42]=[CH:43][N:44]([CH3:45])[CH3:46]>>[CH:12]1([CH2:23][O:24][CH2:25][c:26]2[cH:27][cH:28][cH:29][cH:30][cH:31]2)[CH2:13][C:14]1([c:15]1[cH:16][cH:17][cH:18][cH:19][cH:20]1)[C:21]#[N:22]. Starting materials: BrC=1C=C(C2=C(CC(O2)C2(CCN(CC2)C2=NC=C(C=N2)CCC)O)C1)F (4-(5-bromo-7-fluoro-2,3-dihydrobenzofuran-2-yl)-1-(5-propylpyrimidin-2-yl)piperidin-4-ol), CC1(OB(OC1(C)C)C1=CCN(CC1)C(=O)OC(C)(C)C)C (tert-butyl 4-(4,4,5,5-tetramethyl-1,3,2-dioxaborolan-2-yl)-5,6-dihydropyridine-1(2H)-carboxylate), C(=O)([O-])[O-].[K+].[K+] (K2CO3). Reagents/catalysts: C=1C=CC(=CC1)[P](C=2C=CC=CC2)(C=3C=CC=CC3)[Pd]([P](C=4C=CC=CC4)(C=5C=CC=CC5)C=6C=CC=CC6)([P](C=7C=CC=CC7)(C=8C=CC=CC8)C=9C=CC=CC9)[P](C=1C=CC=CC1)(C=1C=CC=CC1)C=1C=CC=CC1 (Pd(Ph3P)4). The solvent is O1CCOCC1 (dioxane), O (H2O), CCOC(=O)C.CCOCC (EtOAc Et2O). Conditions: temperature 100 celsius, time 15 hour. The product is FC1=CC(=CC=2CC(OC21)C2(CCN(CC2)C2=NC=C(C=N2)CCC)O)C2=CCN(CC2)C(=O)OC(C)(C)C (tert-Butyl 4-(7-fluoro-2-(4-hydroxy-1-(5-propylpyrimidin-2-yl)piperidin-4-yl)-2,3-dihydrobenzofuran-5-yl)-5,6-dihydropyridine-1(2H)-carboxylate). Yield: 103.4%. RXN SMILES: Br[C:2]1[CH:3]=[C:4]([F:27])[C:5]2[O:9][CH:8]([C:10]3([OH:25])[CH2:15][CH2:14][N:13]([C:16]4[N:21]=[CH:20][C:19]([CH2:22][CH2:23][CH3:24])=[CH:18][N:17]=4)[CH2:12][CH2:11]3)[CH2:7][C:6]=2[CH:26]=1.CC1(C)C(C)(C)OB([C:36]2[CH2:41][CH2:40][N:39]([C:42]([O:44][C:45]([CH3:48])([CH3:47])[CH3:46])=[O:43])[CH2:38][CH:37]=2)O1.C([O-])([O-])=O.[K+].[K+]>O1CCOCC1.O.CCOC(C)=O.CCOCC.C1C=CC([P]([Pd]([P](C2C=CC=CC=2)(C2C=CC=CC=2)C2C=CC=CC=2)([P](C2C=CC=CC=2)(C2C=CC=CC=2)C2C=CC=CC=2)[P](C2C=CC=CC=2)(C2C=CC=CC=2)C2C=CC=CC=2)(C2C=CC=CC=2)C2C=CC=CC=2)=CC=1>[F:27][C:4]1[C:5]2[O:9][CH:8]([C:10]3([OH:25])[CH2:11][CH2:12][N:13]([C:16]4[N:21]=[CH:20][C:19]([CH2:22][CH2:23][CH3:24])=[CH:18][N:17]=4)[CH2:14][CH2:15]3)[CH2:7][C:6]=2[CH:26]=[C:2]([C:36]2[CH2:41][CH2:40][N:39]([C:42]([O:44][C:45]([CH3:48])([CH3:47])[CH3:46])=[O:43])[CH2:38][CH:37]=2)[CH:3]=1 |f:2.3.4,7.8,^1:77,79,98,117|. Reported procedure: To a degassed solution of 4-(5-bromo-7-fluoro-2,3-dihydrobenzofuran-2-yl)-1-(5-propylpyrimidin-2-yl)piperidin-4-ol (0.122 g, 0.280 mmol), tert-butyl 4-(4,4,5,5-tetramethyl-1,3,2-dioxaborolan-2-yl)-5,6-dihydropyridine-1(2H)-carboxylate (0.112 g, 0.363 mmol), and K2CO3 (97 mg, 0.699 mmol) in dioxane (2.9 mL) and H2O (1 mL) was added Pd(Ph3P)4 (16 mg, 0.014 mmol). Upon completion of addition, the reaction mixture was stirred at 100° C. for 15 hour under argon. At the conclusion of this period, the ... Reactants: C(=O)[O-] (formate), [H][H] (hydrogen), OC(CNCCCN1CNC(C2=CC=CC=C12)=O)(C1=CC=C(C=C1)OCC1=CC=CC=C1)CC1=CC=CC=C1 (1-{-[2-hydroxy-2-(4-benzyloxy-phenyl)benzylethylamino]-propyl}-1,2,3,4-tetrahydro-4-quinazolone). Reagents/catalysts: [Pd] (palladium). Solvent: CO (methanol). Product: OC(CNCCCN1CNC(C2=CC=CC=C12)=O)C1=CC=C(C=C1)O (1-{3-[2-hydroxy-2-(4-hydroxyphenyl)ethylamino]-propyl}-1,2,3,4-tetrahydro-4-quinazolone). Isolated yield 78.9%. As a reaction SMILES: [OH:1][C:2](CC1C=CC=CC=1)([C:19]1[CH:24]=[CH:23][C:22]([O:25]CC2C=CC=CC=2)=[CH:21][CH:20]=1)[CH2:3][NH:4][CH2:5][CH2:6][CH2:7][N:8]1[C:17]2[C:12](=[CH:13][CH:14]=[CH:15][CH:16]=2)[C:11](=[O:18])[NH:10][CH2:9]1.[H][H].C([O-])=O>CO.[Pd]>[OH:1][CH:2]([C:19]1[CH:24]=[CH:23][C:22]([OH:25])=[CH:21][CH:20]=1)[CH2:3][NH:4][CH2:5][CH2:6][CH2:7][N:8]1[C:17]2[C:12](=[CH:13][CH:14]=[CH:15][CH:16]=2)[C:11](=[O:18])[NH:10][CH2:9]1. Procedure details: 15.5 gm of 1-{-[2-hydroxy-2-(4-benzyloxy-phenyl)benzylethylamino]-propyl}-1,2,3,4-tetrahydro-4-quinazolone (m.p. 119°-121° C.) were dissolved in 250 ml of methanol and debenzylated by hydrogenation at 60° C. and 6 bars pressure in the presence of palladium as the catalyst. After 2 mols of hydrogen had been taken up, the hydrogenation was complete, yielding of 8 gm of 1-{3-[2-hydroxy-2-(4-hydroxyphenyl)ethylamino]-propyl}-1,2,3,4-tetrahydro-4-quinazolone, whose formate of the formula ##STR75## ha... The reactants are C1CCNC1, C1CCOC1, COC(=O)c1ccc(-n2cnc(C)c2)c(OC)c1, CCOC(C)=O, Cc1ccccc1, COCCO[Al+]OCCOC, [H-], [H-], [Na+], [Na+], [OH-]. Yields the product COc1cc(C=O)ccc1-n1cnc(C)c1. RXN SMILES: [CH2:1]1[CH2:2][NH:3][CH2:4][CH2:5]1.[CH2:46]1[O:47][CH2:48][CH2:49][CH2:50]1.[CH3:20][O:21][c:22]1[cH:23][c:24]([C:25](=[O:26])[O:27][CH3:28])[cH:29][cH:30][c:31]1-[n:32]1[cH:33][n:34][c:35]([CH3:37])[cH:36]1.[CH3:40][CH2:41][O:42][C:43](=[O:44])[CH3:45].[CH3:51][c:52]1[cH:53][cH:54][cH:55][cH:56][cH:57]1.[CH3:7][O:8][CH2:9][CH2:10][O:11][Al+:12][O:13][CH2:14][CH2:15][O:16][CH3:17].[H-:19].[H-:6].[Na+:18].[Na+:39].[OH-:38]>>[CH3:20][O:21][c:22]1[cH:23][c:24]([CH:25]=[O:26])[cH:29][cH:30][c:31]1-[n:32]1[cH:33][n:34][c:35]([CH3:37])[cH:36]1.